From a dataset of the Open Reaction Database (ORD), a public repository of structured organic reaction records. describe an organic reaction: reactants, conditions, products, and yield Starting materials: C(#N)C1=C(OCC2N(CCCC2)C(=O)OC(C)(C)C)C=CC=C1[N+](=O)[O-] (tert-butyl 2-((2-cyano-3-nitrophenoxy)methyl)piperidine-1-carboxylate), Cl (HCl). Solvent: CCO (EtOH), CCO (EtOH). Run at temperature 80 celsius, time 1 hour. Yields the product Cl.[N+](=O)([O-])C1=C(C#N)C(=CC=C1)OCC1NCCCC1 (2-nitro-6-(piperidin-2-ylmethoxy)benzonitrile hydrochloride). The yield is 116.0%. Reaction SMILES: [C:1]([C:3]1[C:23]([N+:24]([O-:26])=[O:25])=[CH:22][CH:21]=[CH:20][C:4]=1[O:5][CH2:6][CH:7]1[CH2:12][CH2:11][CH2:10][CH2:9][N:8]1C(OC(C)(C)C)=O)#[N:2].[ClH:27]>CCO>[ClH:27].[N+:24]([C:23]1[CH:22]=[CH:21][CH:20]=[C:4]([O:5][CH2:6][CH:7]2[CH2:12][CH2:11][CH2:10][CH2:9][NH:8]2)[C:3]=1[C:1]#[N:2])([O-:26])=[O:25] |f:3.4|. Procedure: To a solution of tert-butyl 2-((2-cyano-3-nitrophenoxy)methyl)piperidine-1-carboxylate (Example 26e, 1.02 g, 2.83 mmol) in EtOH (20 mL) was added HCl 1.25N in EtOH (11.3 mL, 14.13 mmol) and the reaction mixture was stirred at 80° C. under nitrogen for 1 hour. After cooling to room temperature, the reaction mixture was concentrated in vacuum. The oily residue was washed with Hexane:DCM (1:4) and the solvent concentrated in vacuum to give 2-nitro-6-(piperidin-2-ylmethoxy)benzonitrile hydrochloride... The reactants are CCOC(=O)C=C(CNC(CCSC)C(=O)OC)Oc1ccccc1Cl, CC#N. Yields the product COC(=O)C(CCSC)N1CC(Oc2ccccc2Cl)=CC1=O. As a reaction SMILES: [CH2:1]([O:3][C:4](=[O:2])[CH:5]=[C:6]([CH2:7][NH:8][CH:9]([CH2:10][CH2:11][S:12][CH3:13])[C:14](=[O:15])[O:16][CH3:17])[O:18][c:19]1[c:20]([Cl:25])[cH:21][cH:22][cH:23][cH:24]1)[CH3:26].[CH3:27][C:28]#[N:29]>>[O:3]=[C:4]1[CH:5]=[C:6]([O:18][c:19]2[c:20]([Cl:25])[cH:21][cH:22][cH:23][cH:24]2)[CH2:7][N:8]1[CH:9]([CH2:10][CH2:11][S:12][CH3:13])[C:14](=[O:15])[O:16][CH3:17]. Starting materials: CCO, CCOC(=O)c1oc2ccc(F)cc2c1-c1ccccc1Cl, [K+], [OH-], O. The product is O=C(O)c1oc2ccc(F)cc2c1-c1ccccc1Cl. Reaction SMILES: [CH3:25][CH2:26][OH:27].[Cl:1][c:2]1[c:3](-[c:8]2[c:9]([C:18](=[O:19])[O:20][CH2:21][CH3:22])[o:10][c:11]3[c:12]2[cH:13][c:14]([F:17])[cH:15][cH:16]3)[cH:4][cH:5][cH:6][cH:7]1.[K+:24].[OH-:23].[OH2:28]>>[Cl:1][c:2]1[c:3](-[c:8]2[c:9]([C:18](=[O:19])[OH:20])[o:10][c:11]3[c:12]2[cH:13][c:14]([F:17])[cH:15][cH:16]3)[cH:4][cH:5][cH:6][cH:7]1. Reactants: CCOC(C)=O, [H-], [Na+], O=C1NC(=O)C(c2ccccc2)(c2ccccc2)N1, C1CCOC1, O, O=S(=O)(Cl)c1cccc2ccccc12. Product: O=C1NC(c2ccccc2)(c2ccccc2)C(=O)N1S(=O)(=O)c1cccc2ccccc12. Reaction SMILES: [CH3:42][CH2:43][O:44][C:45](=[O:46])[CH3:47].[H-:20].[Na+:21].[O:1]=[C:2]1[NH:3][C:4](=[O:5])[C:6]([c:8]2[cH:9][cH:10][cH:11][cH:12][cH:13]2)([c:14]2[cH:15][cH:16][cH:17][cH:18][cH:19]2)[NH:7]1.[O:37]1[CH2:38][CH2:39][CH2:40][CH2:41]1.[OH2:36].[c:22]1([S:32](=[O:33])(=[O:34])[Cl:35])[cH:23][cH:24][cH:25][c:26]2[cH:27][cH:28][cH:29][cH:30][c:31]12>>[O:1]=[C:2]1[N:3]([S:32]([c:22]2[cH:23][cH:24][cH:25][c:26]3[cH:27][cH:28][cH:29][cH:30][c:31]23)(=[O:33])=[O:34])[C:4](=[O:5])[C:6]([c:8]2[cH:9][cH:10][cH:11][cH:12][cH:13]2)([c:14]2[cH:15][cH:16][cH:17][cH:18][cH:19]2)[NH:7]1. The reactants are CC=1C=CC(=C(C(=O)OC)C1)C1=NC=CC=C1 (methyl 5-methyl-2-(pyridin-2-yl)benzoate), BrC1=C(C(=O)N2[C@@H]([C@@H](CCC2)C)CN2C(C3=CC=CC=C3C2=O)=O)C=C(C=C1)F (2-(((2S,3R)-1-(2-bromo-5-fluorobenzoyl)-3-methylpiperidin-2-yl)methyl)isoindoline-1,3-dione), C(CCC)[Sn](C1=NC=CC=N1)(CCCC)CCCC (2-(tributylstannyl)pyrimidine). Product: FC=1C=CC(=C(C(=O)N2[C@@H]([C@@H](CCC2)C)CN2C(C3=CC=CC=C3C2=O)=O)C1)C1=NC=CC=N1 (2-(((2S,3R)-1-(5-Fluoro-2-(pyrimidin-2-yl)benzoyl)-3-methylpiperidin-2-yl)methyl)isoindoline-1,3-dione). As a reaction SMILES: CC1C=CC(C2C=CC=CN=2)=C(C=1)C(OC)=O.Br[C:19]1[CH:45]=[CH:44][C:43]([F:46])=[CH:42][C:20]=1[C:21]([N:23]1[CH2:28][CH2:27][CH2:26][C@@H:25]([CH3:29])[C@H:24]1[CH2:30][N:31]1[C:39](=[O:40])[C:38]2[C:33](=[CH:34][CH:35]=[CH:36][CH:37]=2)[C:32]1=[O:41])=[O:22].C([Sn](CCCC)(CCCC)[C:52]1[N:57]=[CH:56][CH:55]=[CH:54][N:53]=1)CCC>>[F:46][C:43]1[CH:44]=[CH:45][C:19]([C:52]2[N:57]=[CH:56][CH:55]=[CH:54][N:53]=2)=[C:20]([CH:42]=1)[C:21]([N:23]1[CH2:28][CH2:27][CH2:26][C@@H:25]([CH3:29])[C@H:24]1[CH2:30][N:31]1[C:39](=[O:40])[C:38]2[C:33](=[CH:34][CH:35]=[CH:36][CH:37]=2)[C:32]1=[O:41])=[O:22]. Reported procedure: The title compound was prepared following the same general protocol as described for methyl 5-methyl-2-(pyridin-2-yl)benzoate in Example A9, using 2-(((2S,3R)-1-(2-bromo-5-fluorobenzoyl)-3-methylpiperidin-2-yl)methyl)isoindoline-1,3-dione and 2-(tributylstannyl)pyrimidine. ESI-MS (m/z): 445 [M+1]+. Starting materials: BrC1=CC=C2C=NC(=NN21)NC2=CC=C(C=C2)N2CCN(CC2)C ((7-Bromo-pyrrolo[2,1-f][1,2,4]triazin-2-yl)-[4-(4-methyl-piperazin-1-yl)-phenyl]-amine), CC1(OB(OC1(C)C)C1=C(OCC#N)C=CC=C1)C ([2-(4,4,5,5-Tetramethyl-[1,3,2]dioxaborolan-2-yl)-phenoxy]-acetonitrile), C([O-])([O-])=O.[Na+].[Na+] (Sodium carbonate), O (Water), C1(=CC=CC=C1)P(C1=CC=CC=C1)C1=CC=CC=C1 (Triphenylphosphine). Reagents/catalysts: C(C)(=O)[O-].[Pd+2].C(C)(=O)[O-] (Palladium Acetate). Run in CN(C=O)C (N,N-Dimethylformamide). Run at temperature 55 celsius. Product: CN1CCN(CC1)C1=CC=C(C=C1)NC1=NN2C(C=N1)=CC=C2C2=C(OCC#N)C=CC=C2 ((2-{2-[4-(4-Methyl-piperazin-1-yl)-phenylamino]-pyrrolo[2,1-f][1,2,4]triazin-7-yl}-phenoxy)-acetonitrile). RXN SMILES: C1(P(C2C=CC=CC=2)C2C=CC=CC=2)C=CC=CC=1.Br[C:21]1[N:29]2[C:24]([CH:25]=[N:26][C:27]([NH:30][C:31]3[CH:36]=[CH:35][C:34]([N:37]4[CH2:42][CH2:41][N:40]([CH3:43])[CH2:39][CH2:38]4)=[CH:33][CH:32]=3)=[N:28]2)=[CH:23][CH:22]=1.CC1(C)C(C)(C)OB([C:52]2[CH:61]=[CH:60][CH:59]=[CH:58][C:53]=2[O:54][CH2:55][C:56]#[N:57])O1.C(=O)([O-])[O-].[Na+].[Na+].O>C([O-])(=O)C.[Pd+2].C([O-])(=O)C.CN(C)C=O>[CH3:43][N:40]1[CH2:41][CH2:42][N:37]([C:34]2[CH:33]=[CH:32][C:31]([NH:30][C:27]3[N:26]=[CH:25][C:24]4=[CH:23][CH:22]=[C:21]([C:52]5[CH:61]=[CH:60][CH:59]=[CH:58][C:53]=5[O:54][CH2:55][C:56]#[N:57])[N:29]4[N:28]=3)=[CH:36][CH:35]=2)[CH2:38][CH2:39]1 |f:3.4.5,7.8.9|. Procedure details: Into a 30 mL vial, Palladium Acetate (10 mg, 0.04 mmol), Triphenylphosphine (33 mg, 0.12 mmol) were added. The mixture was purged with nitrogen for 10 minutes. (7-Bromo-pyrrolo[2,1-f][1,2,4]triazin-2-yl)-[4-(4-methyl-piperazin-1-yl)-phenyl]-amine (110.0 mg, 0.2840 mmol), [2-(4,4,5,5-Tetramethyl-[1,3,2]dioxaborolan-2-yl)-phenoxy]-acetonitrile (0.1472 g, 0.5681 mmol), N,N-Dimethylformamide (2.00 mL) and 1.50 M of Sodium carbonate in Water (2.0 mL, 3.0 mmol) were added. The reaction mixture was hea... The reactants are O=C(NC(Cc1ccccc1C(F)(F)F)CN1C(=O)c2ccccc2C1=O)c1cc(Br)cs1, Cc1cnn(C)c1B1OC(C)(C)C(C)(C)O1, [K+], [K+], O=C([O-])[O-], C1COCCO1, O. Product: Cc1cnn(C)c1-c1csc(C(=O)NC(Cc2ccccc2C(F)(F)F)CN2C(=O)c3ccccc3C2=O)c1. RXN SMILES: [Br:1][c:2]1[cH:3][c:4]([C:7](=[O:8])[NH:9][CH:10]([CH2:11][N:12]2[C:13](=[O:22])[c:14]3[cH:15][cH:16][cH:17][cH:18][c:19]3[C:20]2=[O:21])[CH2:23][c:24]2[c:25]([C:30]([F:31])([F:32])[F:33])[cH:26][cH:27][cH:28][cH:29]2)[s:5][cH:6]1.[CH3:40][n:41]1[n:42][cH:43][c:44]([CH3:55])[c:45]1[B:46]1[O:47][C:48]([CH3:49])([CH3:50])[C:51]([CH3:52])([CH3:53])[O:54]1.[K+:34].[K+:35].[O-:36][C:37]([O-:38])=[O:39].[O:56]1[CH2:57][CH2:58][O:59][CH2:60][CH2:61]1.[OH2:62]>>[c:2]1(-[c:45]2[n:41]([CH3:40])[n:42][cH:43][c:44]2[CH3:55])[cH:3][c:4]([C:7](=[O:8])[NH:9][CH:10]([CH2:11][N:12]2[C:13](=[O:22])[c:14]3[cH:15][cH:16][cH:17][cH:18][c:19]3[C:20]2=[O:21])[CH2:23][c:24]2[c:25]([C:30]([F:31])([F:32])[F:33])[cH:26][cH:27][cH:28][cH:29]2)[s:5][cH:6]1. The product is CC(C)(C)[Si](C)(C)OC(CBr)c1ccc(OCc2ccccc2)c2[nH]c(=O)ccc12. As a reaction SMILES: [CH2:1]([c:2]1[cH:3][cH:4][cH:5][cH:6][cH:7]1)[O:8][c:9]1[cH:10][cH:11][c:12]([CH:20]([CH2:21][Br:22])[OH:23])[c:13]2[cH:14][cH:15][c:16](=[O:19])[nH:17][c:18]12.[CH2:52]1[CH2:53][CH2:54][CH2:55][CH2:56][CH2:57]1.[CH3:24][N:25]([CH3:26])[CH:27]=[O:28].[CH3:58][OH:59].[F:37][C:38]([F:39])([F:40])[S:41]([O:42][Si:43]([CH3:44])([CH3:45])[C:46]([CH3:47])([CH3:48])[CH3:49])(=[O:50])=[O:51].[n:29]1[c:30]([CH3:31])[cH:32][cH:33][cH:34][c:35]1[CH3:36]>>[CH2:1]([c:2]1[cH:3][cH:4][cH:5][cH:6][cH:7]1)[O:8][c:9]1[cH:10][cH:11][c:12]([CH:20]([CH2:21][Br:22])[O:23][Si:43]([CH3:44])([CH3:45])[C:46]([CH3:47])([CH3:48])[CH3:49])[c:13]2[cH:14][cH:15][c:16](=[O:19])[nH:17][c:18]12. Starting materials: O=c1ccc2c(C(O)CBr)ccc(OCc3ccccc3)c2[nH]1, C1CCCCC1, CN(C)C=O, CO, CC(C)(C)[Si](C)(C)OS(=O)(=O)C(F)(F)F, Cc1cccc(C)n1. The reactants are Brc1ccccc1, C1CCOC1, [H-], [Na+], O=S(=O)(Cl)Cl, c1cc[nH]c1. Yields the product O=S(=O)(c1ccc(Br)cc1)n1cccc1. Reaction SMILES: [Br:13][c:14]1[cH:15][cH:16][cH:17][cH:18][cH:19]1.[CH2:20]1[O:21][CH2:22][CH2:23][CH2:24]1.[H-:6].[Na+:7].[S:8](=[O:9])(=[O:10])([Cl:11])[Cl:12].[nH:1]1[cH:2][cH:3][cH:4][cH:5]1>>[n:1]1([S:8](=[O:9])(=[O:10])[c:17]2[cH:16][cH:15][c:14]([Br:13])[cH:19][cH:18]2)[cH:2][cH:3][cH:4][cH:5]1.